This data is from the Open Reaction Database (ORD), a public repository of structured organic reaction records. The task is: describe an organic reaction: reactants, conditions, products, and yield Reactants: C1CCOC1, CCCCCC, [Cl-], C[Si](C)(Cl)Cl, Fc1ccc(C[Mg+])cc1. Product: C[Si](C)(Cl)c1ccc(F)cc1. RXN SMILES: [CH2:22]1[O:23][CH2:24][CH2:25][CH2:26]1.[CH3:16][CH2:17][CH2:18][CH2:19][CH2:20][CH3:21].[Cl-:6].[Cl:1][Si:2]([CH3:3])([CH3:4])[Cl:5].[F:7][c:8]1[cH:9][cH:10][c:11]([CH2:12][Mg+:13])[cH:14][cH:15]1>>[Si:2]([CH3:3])([CH3:4])([Cl:5])[c:11]1[cH:10][cH:9][c:8]([F:7])[cH:15][cH:14]1. Reactants: N1=CC=C(C=C1)B(O)O (pyridin-4-boronic acid), tetrakis(triphenyl phosphine)palladium(0), BrC1=CSC2=C1C(NC=C2)=O (3-Bromothieno[3,2-c]pyridin-4(5H)-one), C(C)O (ethanol), C([O-])([O-])=O.[Na+].[Na+] (sodiumcarbonate). Run in CC(OCC)=O (EA), O (Water), C1(=CC=CC=C1)C (toluene). Conditions: temperature 130 celsius. Yields the product N1=CC=C(C=C1)C1=CSC2=C1C(NC=C2)=O (3-(Pyridin-4-yl)thieno[3,2-c]pyridin-4(5H)-one). Isolated yield 48.3%. As a reaction SMILES: Br[C:2]1[C:6]2[C:7](=[O:11])[NH:8][CH:9]=[CH:10][C:5]=2[S:4][CH:3]=1.C(O)C.C(=O)([O-])[O-].[Na+].[Na+].[N:21]1[CH:26]=[CH:25][C:24](B(O)O)=[CH:23][CH:22]=1>C1(C)C=CC=CC=1.CC(=O)OCC.O>[N:21]1[CH:26]=[CH:25][C:24]([C:2]2[C:6]3[C:7](=[O:11])[NH:8][CH:9]=[CH:10][C:5]=3[S:4][CH:3]=2)=[CH:23][CH:22]=1 |f:2.3.4|. Reported procedure: 3-Bromothieno[3,2-c]pyridin-4(5H)-one (1000 mg, 4.35 mmol) from Example 202.3 was suspended in 2 mL of toluene and 2 mL of ethanol under argon. Then, an aqueous solution of sodiumcarbonate (691 mg, 6.52 mmol, 2 M) was added. To the suspension, pyridin-4-boronic acid (534 mg, 4.35 mmol) and then tetrakis(triphenyl phosphine)palladium(0) (502 mg, 0.435 mmol) were added. The reaction mixture was heated in a Biotage microwave at 130° C. for 30 min. Water and EA were added. The precipitate formed was...